Dataset: the Open Reaction Database (ORD), a public repository of structured organic reaction records. Task: describe an organic reaction: reactants, conditions, products, and yield The reactants are C[O-], CO, Cc1nc(C#Cc2cccc(Cl)c2)cn1-c1ccc(Cl)nn1, [Na+], O. Product: COc1ccc(-n2cc(C#Cc3cccc(Cl)c3)nc2C)nn1. As a reaction SMILES: [CH3:23][O-:24].[CH3:27][OH:28].[Cl:1][c:2]1[n:3][n:4][c:5](-[n:8]2[c:9]([CH3:22])[n:10][c:11]([C:13]#[C:14][c:15]3[cH:16][c:17]([Cl:21])[cH:18][cH:19][cH:20]3)[cH:12]2)[cH:6][cH:7]1.[Na+:25].[OH2:26]>>[c:2]1([O:24][CH3:23])[n:3][n:4][c:5](-[n:8]2[c:9]([CH3:22])[n:10][c:11]([C:13]#[C:14][c:15]3[cH:16][c:17]([Cl:21])[cH:18][cH:19][cH:20]3)[cH:12]2)[cH:6][cH:7]1.